describe an organic reaction: reactants, conditions, products, and yield From a dataset of the Open Reaction Database (ORD), a public repository of structured organic reaction records. Reactants: O1C(=CC=C1)C(=O)OC1CC(NC(C1)(C)C)(C)C (2,2,6,6-tetramethyl-4-piperidyl furan-2-carboxylate). The reagents and catalysts are [Ni] (Raney nickel). Solvent: CO (methanol). Run at time 6 hour. Yields the product O1C(CCC1)C(=O)OC1CC(NC(C1)(C)C)(C)C (2,2,6,6-Tetramethyl-4-piperidyl tetrahydrofuran-2-carboxylate). Yield: 75.5%. Reaction SMILES: [O:1]1[CH:5]=[CH:4][CH:3]=[C:2]1[C:6]([O:8][CH:9]1[CH2:14][C:13]([CH3:16])([CH3:15])[NH:12][C:11]([CH3:18])([CH3:17])[CH2:10]1)=[O:7]>[Ni].CO>[O:1]1[CH2:5][CH2:4][CH2:3][CH:2]1[C:6]([O:8][CH:9]1[CH2:10][C:11]([CH3:18])([CH3:17])[NH:12][C:13]([CH3:16])([CH3:15])[CH2:14]1)=[O:7]. Procedure details: 15 g of 2,2,6,6-tetramethyl-4-piperidyl furan-2-carboxylate, 150 ml of methanol and 3 g of Raney nickel are introduced into a 0.3 l hydrogenation autoclave, and hydrogenation is carried out at 100° C. and under 100 bar until the pressure remains constant, which takes about 6 hours. The Raney nickel is filtered off, the filtrate is evaporated down and the residue is distilled under reduced pressure to give 11.5 g of a colorless oil of boiling point 118°-122° C./1.3 mbar. Starting materials: [Br-], CCCCCCCCCCCCNC(=O)c1cc(Br)c(OCCBr)c(-c2cccc(C(F)(F)F)c2)c1, CCCC[N+](CCCC)(CCCC)CCCC, [N-]=[N+]=[N-], [Na+], CCOP(OCC)OCC, c1ccccc1. Product: CCCCCCCCCCCCNC(=O)c1cc(Br)c(OCCN)c(-c2cccc(C(F)(F)F)c2)c1. As a reaction SMILES: [Br-:57].[CH2:1]([CH2:2][CH2:3][CH2:4][CH2:5][CH2:6][CH2:7][CH2:8][CH2:9][CH2:10][CH2:11][CH3:12])[NH:13][C:14]([c:15]1[cH:16][c:17]([Br:35])[c:18]([O:31][CH2:32][CH2:33][Br:34])[c:19](-[c:21]2[cH:22][c:23]([C:27]([F:28])([F:29])[F:30])[cH:24][cH:25][cH:26]2)[cH:20]1)=[O:36].[CH2:58]([N+:59]([CH2:60][CH2:61][CH2:62][CH3:63])([CH2:64][CH2:65][CH2:66][CH3:67])[CH2:68][CH2:69][CH2:70][CH3:71])[CH2:72][CH2:73][CH3:74].[N-:38]=[N+:39]=[N-:40].[Na+:37].[P:41]([O:42][CH2:43][CH3:44])([O:45][CH2:46][CH3:47])[O:48][CH2:49][CH3:50].[cH:51]1[cH:52][cH:53][cH:54][cH:55][cH:56]1>>[CH2:1]([CH2:2][CH2:3][CH2:4][CH2:5][CH2:6][CH2:7][CH2:8][CH2:9][CH2:10][CH2:11][CH3:12])[NH:13][C:14]([c:15]1[cH:16][c:17]([Br:35])[c:18]([O:31][CH2:32][CH2:33][NH2:38])[c:19](-[c:21]2[cH:22][c:23]([C:27]([F:28])([F:29])[F:30])[cH:24][cH:25][cH:26]2)[cH:20]1)=[O:36]. The reactants are [BH3-]C#N, CCCCC1(C=NOCc2ccccc2)NC(=O)N(Cc2ccccc2)C1=O, CC(=O)O, [Na+]. The product is CCCCC1(CNOCc2ccccc2)NC(=O)N(Cc2ccccc2)C1=O. RXN SMILES: [C:1]([BH3-:2])#[N:3].[CH2:5]([c:6]1[cH:7][cH:8][cH:9][cH:10][cH:11]1)[O:12][N:13]=[CH:14][C:15]1([CH2:29][CH2:30][CH2:31][CH3:32])[NH:16][C:17](=[O:28])[N:18]([CH2:21][c:22]2[cH:23][cH:24][cH:25][cH:26][cH:27]2)[C:19]1=[O:20].[CH3:33][C:34](=[O:35])[OH:36].[Na+:4]>>[CH2:5]([c:6]1[cH:7][cH:8][cH:9][cH:10][cH:11]1)[O:12][NH:13][CH2:14][C:15]1([CH2:29][CH2:30][CH2:31][CH3:32])[NH:16][C:17](=[O:28])[N:18]([CH2:21][c:22]2[cH:23][cH:24][cH:25][cH:26][cH:27]2)[C:19]1=[O:20]. Product: BrCCOc1ccccc1-c1nc(-c2ccccc2)no1. Reactants: BrCCBr, O=C([O-])[O-], CCC(C)=O, [I-], [K+], [K+], [K+], Oc1ccccc1-c1nc(-c2ccccc2)no1. As a reaction SMILES: [Br:19][CH2:20][CH2:21][Br:22].[C:23](=[O:24])([O-:25])[O-:26].[CH3:31][C:32]([CH2:33][CH3:34])=[O:35].[I-:30].[K+:27].[K+:28].[K+:29].[OH:1][c:2]1[c:3](-[c:8]2[n:9][c:10](-[c:13]3[cH:14][cH:15][cH:16][cH:17][cH:18]3)[n:11][o:12]2)[cH:4][cH:5][cH:6][cH:7]1>>[O:1]([c:2]1[c:3](-[c:8]2[n:9][c:10](-[c:13]3[cH:14][cH:15][cH:16][cH:17][cH:18]3)[n:11][o:12]2)[cH:4][cH:5][cH:6][cH:7]1)[CH2:21][CH2:20][Br:19]. Starting materials: ethanol-ether, CC=1N=C(OC1)S (4-methyloxazole-2-thiol), BrCCCC1=C2C(C(=O)NC2=O)=CC=C1 (3-bromopropylphthalimide), BrCCCC1=C2C(C(=O)NC2=O)=CC=C1 (3-Bromopropylphthalimide), C1(C=2C(C(N1)=O)=CC=CC2)=O (phthalimide), NN (hydrazine), [N+](=O)([O-])C=C(SC)SC (1-nitro-2,2-bis-methylthioethylene), CC=1N=C(OC1)SCCCN1C(C=2C(C1=O)=CC=CC2)=O (4-methyl-2-(3-phthalimidopropylthio)oxazole), CN (methylamine). Yields the product [N+](=O)([O-])C=C(NCCCSC=1OC=C(N1)C)NC (1-Nitro-2-methylamino-2-[3-(4-methyl-2-oxazolylthio)-propylamino]ethylene). As a reaction SMILES: CC1[N:3]=[C:4](S)OC=1.BrCCCC1C=CC=C2C(NC(=O)C=12)=O.[CH3:23][C:24]1[N:25]=[C:26]([S:29][CH2:30][CH2:31][CH2:32][N:33]2[C:37](=O)[C:36]3=CC=CC=C3C2=O)[O:27][CH:28]=1.C1(=O)NC(=O)C2=CC=CC=C12.NN.[N+:57](C=C(SC)SC)([O-:59])=[O:58].CN>>[N+:57]([CH:36]=[C:37]([NH:3][CH3:4])[NH:33][CH2:32][CH2:31][CH2:30][S:29][C:26]1[O:27][CH:28]=[C:24]([CH3:23])[N:25]=1)([O-:59])=[O:58]. Reported procedure: The reaction of 4-methyloxazole-2-thiol (5.8 g) with 3-bromopropylphthalimide (13.4 g) using the conditions described in Example 19 afforded 4-methyl-2-(3-phthalimidopropylthio)oxazole (14 g), m.p. 92°-93° (ethanol-ether). (ii) Treatment of the phthalimide compound (3.0 g) with hydrazine (1.53 g) followed by reaction of the product directly with 1-nitro-2,2-bis-methylthioethylene (2.2g) and then with methylamine under the conditions described in Example 8 afforded the title product.